From a dataset of the Open Reaction Database (ORD), a public repository of structured organic reaction records. describe an organic reaction: reactants, conditions, products, and yield Starting materials: FC1=CC=C(C=C1)C1=NNC(C1)=O (3-(4-Fluorophenyl)-4,5-dihydro-1H-pyrazol-5-one), [H-].[Na+] (sodium hydride), ClC1=NC=NC2=CC(=C(C=C12)OC)OCCCN1CCOCC1 (4-chloro-6-methoxy-7-(3-morpholinopropoxy)quinazoline). Solvent: [Cl-].[NH4+] (ammonium chloride), CCOCC (ether), CN(C)C=O (DMF). Run at time 20 minute. Product: Cl.FC1=CC=C(C=C1)C1=CC(=NN1)OC1=NC=NC2=CC(=C(C=C12)OC)OCCCN1CCOCC1 (4-(5-(4-fluorophenyl)pyrazol-3-yloxy)-6-methoxy-7-(3-morpholinopropoxy)quinazoline hydrochloride). Yield: 44.6%. RXN SMILES: [F:1][C:2]1[CH:7]=[CH:6][C:5]([C:8]2[CH2:12][C:11](=[O:13])[NH:10][N:9]=2)=[CH:4][CH:3]=1.[H-].[Na+].[Cl:16][C:17]1[C:26]2[C:21](=[CH:22][C:23]([O:29][CH2:30][CH2:31][CH2:32][N:33]3[CH2:38][CH2:37][O:36][CH2:35][CH2:34]3)=[C:24]([O:27][CH3:28])[CH:25]=2)[N:20]=[CH:19][N:18]=1>CN(C=O)C.[Cl-].[NH4+].CCOCC>[ClH:16].[F:1][C:2]1[CH:3]=[CH:4][C:5]([C:8]2[NH:9][N:10]=[C:11]([O:13][C:17]3[C:26]4[C:21](=[CH:22][C:23]([O:29][CH2:30][CH2:31][CH2:32][N:33]5[CH2:34][CH2:35][O:36][CH2:37][CH2:38]5)=[C:24]([O:27][CH3:28])[CH:25]=4)[N:20]=[CH:19][N:18]=3)[CH:12]=2)=[CH:6][CH:7]=1 |f:1.2,5.6,8.9|. Procedure details: 3-(4-Fluorophenyl)-4,5-dihydro-1H-pyrazol-5-one (222 mg, 1.25 mmol) was added in portions over 10 minutes to a suspension of sodium hydride (50 mg, 1.25 mmol, prewashed with hexane) in DMF (3 ml) under nitrogen. After stirring for 20 minutes at ambient temperature, 4-chloro-6-methoxy-7-(3-morpholinopropoxy)quinazoline (169 mg, 0.5 mmol), (prepared as described for the starting material in Example 2), was added and the mixture was heated at 60° C. for 1 hour. After cooling, the mixture was dilute... The reactants are C[Si](CCOCN(C1=CC(=NC=2N1N=CC2)C2=CC1COCC(C2)N1C(=O)OC(C)(C)C)COCC[Si](C)(C)C)(C)C (tert-butyl 7-(7-(bis((2-(trimethylsilyl)ethoxy)methyl)amino)pyrazolo[1,5-a]pyrimidin-5-yl)-3-oxa-9-azabicyclo[3.3.1]non-6-ene-9-carboxylate), [H][H] (hydrogen). Reagents/catalysts: [Pd] (Pd/C). The solvent is CCOC(=O)C (EtOAc). The product is C[Si](CCOCN(C1=CC(=NC=2N1N=CC2)C2CC1COCC(C2)N1C(=O)OC(C)(C)C)COCC[Si](C)(C)C)(C)C (tert-butyl 7-(7-(bis((2-(trimethylsilyl)ethoxy)methyl)amino)pyrazolo[1,5-a]pyrimidin-5-yl)-3-oxa-9-azabicyclo[3.3.1]nonane-9-carboxylate). Isolated yield 86.1%. RXN SMILES: [CH3:1][Si:2]([CH3:42])([CH3:41])[CH2:3][CH2:4][O:5][CH2:6][N:7]([CH2:33][O:34][CH2:35][CH2:36][Si:37]([CH3:40])([CH3:39])[CH3:38])[C:8]1[N:13]2[N:14]=[CH:15][CH:16]=[C:12]2[N:11]=[C:10]([C:17]2[CH2:24][CH:23]3[N:25]([C:26]([O:28][C:29]([CH3:32])([CH3:31])[CH3:30])=[O:27])[CH:19]([CH2:20][O:21][CH2:22]3)[CH:18]=2)[CH:9]=1.[H][H]>CCOC(C)=O.[Pd]>[CH3:40][Si:37]([CH3:38])([CH3:39])[CH2:36][CH2:35][O:34][CH2:33][N:7]([CH2:6][O:5][CH2:4][CH2:3][Si:2]([CH3:1])([CH3:42])[CH3:41])[C:8]1[N:13]2[N:14]=[CH:15][CH:16]=[C:12]2[N:11]=[C:10]([CH:17]2[CH2:18][CH:19]3[N:25]([C:26]([O:28][C:29]([CH3:32])([CH3:31])[CH3:30])=[O:27])[CH:23]([CH2:22][O:21][CH2:20]3)[CH2:24]2)[CH:9]=1. Reported procedure: tert-butyl 7-(7-(bis((2-(trimethylsilyl)ethoxy)methyl)amino)pyrazolo[1,5-a]pyrimidin-5-yl)-3-oxa-9-azabicyclo[3.3.1]non-6-ene-9-carboxylate (1.27 g, 2.06 mmol) in EtOAc (50 mL) was hydrogenated at 50° C. using 10% Pd/C catalyst (200 mg) and 1 atmospheric hydrogen pressure for 16 h. After filtering off the catalyst, the solvent was evaporated off under reduced pressure and crude material was purified by column chromatography (0-40% hexane-ethyl acetate) to give product tert-butyl 7-(7-(bis((2-(tr... Reactants: compound, C(C)OCN1C=NC(=C1)CO (1-Ethoxymethyl-1H-imidazole-4-methanol), C(C)[Si](CC)(CC)Cl (triethylsilyl chloride), TEA. The reagents and catalysts are CN(C)C=1C=CN=CC1 (DMAP). The solvent is ClCCl (dichloromethane), O (water). Reaction conditions: time 17 hour. Product: C(C)OCN1C=NC(=C1)CO[Si](CC)(CC)CC (1-Ethoxymethyl-4-(triethylsilyloxymethyl)-1H-imidazole). RXN SMILES: [CH2:1]([O:3][CH2:4][N:5]1[CH:9]=[C:8]([CH2:10][OH:11])[N:7]=[CH:6]1)[CH3:2].[CH2:12]([Si:14](Cl)([CH2:17][CH3:18])[CH2:15][CH3:16])[CH3:13]>ClCCl.CN(C1C=CN=CC=1)C.O>[CH2:1]([O:3][CH2:4][N:5]1[CH:9]=[C:8]([CH2:10][O:11][Si:14]([CH2:17][CH3:18])([CH2:15][CH3:16])[CH2:12][CH3:13])[N:7]=[CH:6]1)[CH3:2]. Reported procedure: The compound (520 mg) obtained in (2) was dissolved in dichloromethane (30 mL), followed by addition of triethylsilyl chloride (1.12 mL), TEA (1.16 mL) and DMAP (catalytic amount) under stirring, and the stirring was continued for 17 hours. The reaction solution was diluted with water, and extracted with chloroform. The combined extract was washed with saturated brine, dried over anhydrous sodium sulfate, and subsequently the solvent was distilled off under reduced pressure. The resulting residu... Starting materials: CO (MeOH), S1C(=CC2=NC=CC=C21)C(=O)OC (methyl thieno[3,2-b]pyridine-2-carboxylate), [H-].[H-].[H-].[H-].[Li+].[Al+3] (LiAlH4). The solvent is C1CCOC1 (THF), C1CCOC1 (THF). Conditions: temperature 0 celsius, time 30 minute. Yields the product S1C(=CC2=NC=CC=C21)CO (Thieno[3,2-b]pyridin-2-ylmethanol). RXN SMILES: [S:1]1[C:9]2[C:4](=[N:5][CH:6]=[CH:7][CH:8]=2)[CH:3]=[C:2]1[C:10](OC)=[O:11].[H-].[H-].[H-].[H-].[Li+].[Al+3].CO>C1COCC1>[S:1]1[C:9]2[C:4](=[N:5][CH:6]=[CH:7][CH:8]=2)[CH:3]=[C:2]1[CH2:10][OH:11] |f:1.2.3.4.5.6|. Procedure: To a solution of methyl thieno[3,2-b]pyridine-2-carboxylate (C-3) (600 mg, 3.1 mmol) in 30 mL of anhydrous THF at 0° C. was added LiAlH4 (472 mg, 12.4 mmol) in anhydrous THF (25 mL) dropwise over 20 mins. The reaction mixture was stirred at 0° C. for 30 mins. MeOH was added and the resulting mixture was purified by chromatography to afford the title compound. MS (m/z): 166 (M+1)+. RXN SMILES: [CH3:14][CH2:15][OH:16].[CH3:17][CH2:18][O:19][CH2:20][CH3:21].[Cl:1][c:2]1[cH:3][c:4]([CH2:11][Cl:12])[n:5][c:6]([CH:8]([CH3:9])[CH3:10])[n:7]1.[Na:13]>>[c:2]1([O:16][CH2:15][CH3:14])[cH:3][c:4]([CH2:11][Cl:12])[n:5][c:6]([CH:8]([CH3:9])[CH3:10])[n:7]1. Reactants: CCO, CCOCC, CC(C)c1nc(Cl)cc(CCl)n1, [Na]. Yields the product CCOc1cc(CCl)nc(C(C)C)n1. Starting materials: C(=C)[Mg]Cl (Vinylmagnesium chloride), cuprous chloride, CC(CCC=1C(CCC1)=O)C (2-(3-methyl-butyl)-cyclopent-2-enone). Solvent: C(C)(=O)O (acetic acid). Run at temperature -25 celsius, time 4 hour. The product is CC(CCC1C(CCC1C=C)=O)C (2-(3-methyl-butyl)-3-vinyl-cyclopentanone). Reaction SMILES: [CH:1]([Mg]Cl)=[CH2:2].[CH3:5][CH:6]([CH3:15])[CH2:7][CH2:8][C:9]1[C:10](=[O:14])[CH2:11][CH2:12][CH:13]=1>C(O)(=O)C>[CH3:5][CH:6]([CH3:15])[CH2:7][CH2:8][CH:9]1[CH:13]([CH:1]=[CH2:2])[CH2:12][CH2:11][C:10]1=[O:14]. Reported procedure: Vinylmagnesium chloride (H2CHCClMg, 1 L) and cuprous chloride were charged to a dried flask under nitrogen and cooled to −25° C. with a dry ice bath. The resulting mixture was fed with 2-(3-methyl-butyl)-cyclopent-2-enone (226 g, 1.49 mol, obtained as detailed above) slowly for over 4 hours, aged for another 4 hours, and allowed to warm to 0° C. The reaction mixture was then poured into acetic acid solution and washed to neutral with saturated Na2CO3 solution. The distillation process provided t...